From a dataset of the Open Reaction Database (ORD), a public repository of structured organic reaction records. describe an organic reaction: reactants, conditions, products, and yield Reactants: [Br-], CN(C)C=O, CC(=O)[O-], CC1(C)OCC(CCl)O1, [Na+], [Na+]. Product: CC(=O)OCC1COC(C)(C)O1. Reaction SMILES: [Br-:2].[CH3:17][N:18]([CH3:19])[CH:20]=[O:21].[CH3:4][C:5]([O-:6])=[O:7].[Cl:8][CH2:9][CH:10]1[O:11][C:12]([CH3:15])([CH3:16])[O:13][CH2:14]1.[Na+:1].[Na+:3]>>[CH3:4][C:5]([O:6][CH2:9][CH:10]1[O:11][C:12]([CH3:15])([CH3:16])[O:13][CH2:14]1)=[O:7]. The reactants are Cl (hydrochloric acid), ClC1=CC=C(C#N)C=C1 (4-chlorobenzonitrile), NCCNC(C(C)C1=CC(=C(C(=C1)C(C)(C)C)O)C(C)(C)C)=O (3,5-di-tert-butyl-4-hydroxyphenylpropionic acid 2-aminoethylamide), N1=CC=CC2=CC=CC=C12 (quinoline), CN1C(CCC1)=O (N-methylpyrrolidone). Yields the product C(C)(C)(C)C=1C=C(C=C(C1O)C(C)(C)C)CCC(=O)NCCNC1=CC=C(C#N)C=C1 (4-[2-(3,5-di-tert-Butyl-4-hydroxyphenylpropionamido)ethylamino]-benzonitrile). Reaction SMILES: Cl[C:2]1[CH:9]=[CH:8][C:5]([C:6]#[N:7])=[CH:4][CH:3]=1.NCCNC(=O)[CH:15]([C:17]1[CH:22]=[C:21]([C:23]([CH3:26])([CH3:25])[CH3:24])[C:20]([OH:27])=[C:19]([C:28]([CH3:31])([CH3:30])[CH3:29])[CH:18]=1)[CH3:16].[N:33]1C2C(=CC=CC=2)C=CC=1.Cl.C[N:45]1[CH2:49][CH2:48]C[C:46]1=[O:50]>>[C:28]([C:19]1[CH:18]=[C:17]([CH2:15][CH2:16][C:46]([NH:45][CH2:49][CH2:48][NH:33][C:2]2[CH:9]=[CH:8][C:5]([C:6]#[N:7])=[CH:4][CH:3]=2)=[O:50])[CH:22]=[C:21]([C:23]([CH3:26])([CH3:24])[CH3:25])[C:20]=1[OH:27])([CH3:31])([CH3:30])[CH3:29]. Procedure: 13.75 g of 4-chlorobenzonitrile and 32 g of 3,5-di-tert-butyl-4-hydroxyphenylpropionic acid 2-aminoethylamide are reacted with 12.9 g of quinoline in 0.2 l of N-methylpyrrolidone at 180° C. for 8 hours, after which the mixture is cooled, stirred into 0.5 l of 7% strength hydrochloric acid and extracted with 0.2 l of toluene, the toluene extract is evaporated down and the residue is purified over a silica gel column (mobile phase: ethyl acetate). The product has a melting point of 146°-148° C. The reactants are ClC1=CC(=C(C=C1O)N1C(N2C(=CCCC2)C1=O)=O)F (2-(4-chloro-2-fluoro-5-hydroxyphenyl)-5,6-dihydroimidazo [1,5-a] pyridine-1,3[2H, 7H]-dione), C([O-])([O-])=O.[K+].[K+] (potassium carbonate), ClC(C(C)=O)C (3-chloro-2-butanone), [Cl-].[NH4+] (ammonium chloride). Solvent: C(C)#N (acetonitrile). The product is ClC1=CC(=C(C=C1OC(C)C(C)=O)N1C(N2C(=CCCC2)C1=O)=O)F (2-[4-chloro-2-fluoro-5-(3-oxo-2-butyloxy)phenyl]-5,6-dihydroimidazo [1,5-a] pyridine-1,3[2H, 7H]-dione). The yield is 91.8%. RXN SMILES: [Cl:1][C:2]1[C:7]([OH:8])=[CH:6][C:5]([N:9]2[C:17](=[O:18])[C:12]3=[CH:13][CH2:14][CH2:15][CH2:16][N:11]3[C:10]2=[O:19])=[C:4]([F:20])[CH:3]=1.C(=O)([O-])[O-].[K+].[K+].Cl[CH:28]([CH3:32])[C:29](=[O:31])[CH3:30].[Cl-].[NH4+]>C(#N)C>[Cl:1][C:2]1[C:7]([O:8][CH:28]([C:29](=[O:31])[CH3:30])[CH3:32])=[CH:6][C:5]([N:9]2[C:17](=[O:18])[C:12]3=[CH:13][CH2:14][CH2:15][CH2:16][N:11]3[C:10]2=[O:19])=[C:4]([F:20])[CH:3]=1 |f:1.2.3,5.6|. Procedure details: An acetonitrile (10 mL) solution of 2-(4-chloro-2-fluoro-5-hydroxyphenyl)-5,6-dihydroimidazo [1,5-a] pyridine-1,3[2H, 7H]-dione (0.57 g, 1.9 mmol), potassium carbonate (0.29 g, 2.1 mmol) and 3-chloro-2-butanone (0.21 mL, 2.1 mmol) was stirred for 5 hours under reflux. A saturated ammonium chloride solution (10 mL) was added to the resulting mixture, and the organic layer was separated and then the aqueous layer was extracted with diethyl ether (10 mL×2 times). The organic layer combined was wash...